Dataset: the Open Reaction Database (ORD), a public repository of structured organic reaction records. Task: describe an organic reaction: reactants, conditions, products, and yield Starting materials: C([O-])(O)=O.[Na+] (sodium bicarbonate), Cl (hydrochloric acid), [Sn](Cl)Cl (tin dichloride), [N+](=O)([O-])C1=C(C=CC(=C1)C(F)(F)F)N1CC2=CC=CC=C2C1 (2-[2-nitro-4-(trifluoromethyl)phenyl]isoindoline). Run in CO (methanol). Reaction conditions: time 8.5 hour. Yields the product NC1=C(C=CC(=C1)C(F)(F)F)N1CC2=CC=CC=C2C1 (2-[2-amino-4-(trifluoromethyl)phenyl]isoindoline). Isolated yield 38.9%. RXN SMILES: Cl.[Sn](Cl)Cl.[N+:5]([C:8]1[CH:13]=[C:12]([C:14]([F:17])([F:16])[F:15])[CH:11]=[CH:10][C:9]=1[N:18]1[CH2:26][C:25]2[C:20](=[CH:21][CH:22]=[CH:23][CH:24]=2)[CH2:19]1)([O-])=O.C(=O)(O)[O-].[Na+]>CO>[NH2:5][C:8]1[CH:13]=[C:12]([C:14]([F:15])([F:16])[F:17])[CH:11]=[CH:10][C:9]=1[N:18]1[CH2:26][C:25]2[C:20](=[CH:21][CH:22]=[CH:23][CH:24]=2)[CH2:19]1 |f:3.4|. Procedure details: Concentrated hydrochloric acid (1.13 ml, 13.5 mmol) and anhydrous tin dichloride (1.38 g, 7.28 mmol) were sequentially added at 0° C. to a methanol (7 ml) solution of 2-[2-nitro-4-(trifluoromethyl)phenyl]isoindoline (641 mg, 2.08 mmol), obtained as described in Referential Example 20-1. The resulting mixture was warmed to room temperature and stirred for 8.5 hours. A saturated aqueous solution of sodium bicarbonate was added to the mixture. The resulting mixture was extracted three times with et...